This data is from the Open Reaction Database (ORD), a public repository of structured organic reaction records. The task is: describe an organic reaction: reactants, conditions, products, and yield The reactants are C#CCOC(=O)c1cc(OC)c(OCC#C)c(OC)c1, CO, Cl, [Na+], [OH-]. Product: C#CCOc1c(OC)cc(C(=O)O)cc1OC. Reaction SMILES: [CH2:1]([C:2]#[CH:3])[O:4][c:5]1[c:6]([O:19][CH3:20])[cH:7][c:8]([C:9](=[O:10])[O:11][CH2:12][C:13]#[CH:14])[cH:15][c:16]1[O:17][CH3:18].[CH3:24][OH:25].[ClH:23].[Na+:22].[OH-:21]>>[CH2:1]([C:2]#[CH:3])[O:4][c:5]1[c:6]([O:19][CH3:20])[cH:7][c:8]([C:9](=[O:10])[OH:11])[cH:15][c:16]1[O:17][CH3:18]. The reactants are FC1=C(C=CC=C1)NC(NC1=CC=C(C=C1)C1=CC=C2CN(C(C2=C1)=O)[C@H](C(=O)O)C(C)C)=S ((S)-2-(6-(4-(3-(2-Fluorophenyl)thioureido)phenyl)-1-oxoisoindolin-2-yl)-3-methylbutanoic acid), COC1=CC=C(C=C1)NC(NC1=CC=C(C=C1)C1=CC=C2CN(C(C2=C1)=O)[C@H](C(=O)OC)C(C)C)=S ((S)-Methyl 2-(6-(4-(3-(4-methoxyphenyl)thioureido)phenyl)-1-oxoisoindolin-2-yl)-3-methylbutanoate). The product is COC1=CC=C(C=C1)NC(NC1=CC=C(C=C1)C1=CC=C2CN(C(C2=C1)=O)[C@H](C(=O)O)C(C)C)=S ((S)-2-(6-(4-(3-(4-Methoxyphenyl)thioureido)phenyl)-1-oxoisoindolin-2-yl)-3-methylbutanoic acid). Yield: 85.0%. As a reaction SMILES: FC1C=CC=CC=1NC(=S)NC1C=CC(C2C=C3C(CN([C@@H](C(C)C)C(O)=O)C3=O)=CC=2)=CC=1.[CH3:35][O:36][C:37]1[CH:42]=[CH:41][C:40]([NH:43][C:44](=[S:70])[NH:45][C:46]2[CH:51]=[CH:50][C:49]([C:52]3[CH:60]=[C:59]4[C:55]([CH2:56][N:57]([C@@H:62]([CH:67]([CH3:69])[CH3:68])[C:63]([O:65]C)=[O:64])[C:58]4=[O:61])=[CH:54][CH:53]=3)=[CH:48][CH:47]=2)=[CH:39][CH:38]=1>>[CH3:35][O:36][C:37]1[CH:42]=[CH:41][C:40]([NH:43][C:44](=[S:70])[NH:45][C:46]2[CH:47]=[CH:48][C:49]([C:52]3[CH:60]=[C:59]4[C:55]([CH2:56][N:57]([C@@H:62]([CH:67]([CH3:68])[CH3:69])[C:63]([OH:65])=[O:64])[C:58]4=[O:61])=[CH:54][CH:53]=3)=[CH:50][CH:51]=2)=[CH:39][CH:38]=1. Procedure: The compound of example 58 was prepared analogous to compound of example 52 by hydrolysis of compound of example 57. Reaction SMILES: [Br:1][CH2:2][C:3](=[O:4])[NH:5][c:6]1[cH:7][cH:8][c:9](-[c:12]2[o:13][c:14]3[c:15]([n:16]2)[cH:17][c:18]([Br:22])[cH:19][c:20]3[CH3:21])[cH:10][cH:11]1.[F:23][C:24]([c:25]1[cH:26][cH:27][c:28]([N:31]2[CH2:32][CH2:33][NH:34][CH2:35][CH2:36]2)[cH:29][cH:30]1)([F:37])[F:38]>>[CH2:2]([C:3](=[O:4])[NH:5][c:6]1[cH:7][cH:8][c:9](-[c:12]2[o:13][c:14]3[c:15]([n:16]2)[cH:17][c:18]([Br:22])[cH:19][c:20]3[CH3:21])[cH:10][cH:11]1)[N:34]1[CH2:33][CH2:32][N:31]([c:28]2[cH:27][cH:26][c:25]([C:24]([F:23])([F:37])[F:38])[cH:30][cH:29]2)[CH2:36][CH2:35]1. The product is Cc1cc(Br)cc2nc(-c3ccc(NC(=O)CN4CCN(c5ccc(C(F)(F)F)cc5)CC4)cc3)oc12. Reactants: Cc1cc(Br)cc2nc(-c3ccc(NC(=O)CBr)cc3)oc12, FC(F)(F)c1ccc(N2CCNCC2)cc1. Reactants: CCO, Cl, [Li+], NO, [OH-], O, CC(=O)c1cc2ccncc2[nH]1. The product is CC(=NO)c1cc2ccncc2[nH]1. RXN SMILES: [CH3:18][CH2:19][OH:20].[ClH:15].[Li+:17].[NH2:13][OH:14].[OH-:16].[OH2:21].[nH:1]1[c:2]([C:10]([CH3:11])=[O:12])[cH:3][c:4]2[c:5]1[cH:6][n:7][cH:8][cH:9]2>>[nH:1]1[c:2]([C:10]([CH3:11])=[N:13][OH:14])[cH:3][c:4]2[c:5]1[cH:6][n:7][cH:8][cH:9]2. Reactants: N1C=C(C2=CC=CC=C12)C(=O)O (1H-indole-3-carboxylic acid), C([O-])([O-])=O.[Cs+].[Cs+] (cesium carbonate), C(C1=CC=CC=C1)Br (benzyl bromide), O (water). Solvent: CN(C)C=O (DMF), CCOC(=O)C (EtOAc). Conditions: time 48 hour. The product is C(C1=CC=CC=C1)OC(=O)C1=CNC2=CC=CC=C12 (1H-Indole-3-carboxylic acid benzyl ester). As a reaction SMILES: [NH:1]1[C:9]2[C:4](=[CH:5][CH:6]=[CH:7][CH:8]=2)[C:3]([C:10]([OH:12])=[O:11])=[CH:2]1.C(=O)([O-])[O-].[Cs+].[Cs+].[CH2:19](Br)[C:20]1[CH:25]=[CH:24][CH:23]=[CH:22][CH:21]=1.O>CN(C=O)C.CCOC(C)=O>[CH2:19]([O:11][C:10]([C:3]1[C:4]2[C:9](=[CH:8][CH:7]=[CH:6][CH:5]=2)[NH:1][CH:2]=1)=[O:12])[C:20]1[CH:25]=[CH:24][CH:23]=[CH:22][CH:21]=1 |f:1.2.3|. Procedure: To a solution of 1H-indole-3-carboxylic acid (5 g, 31 mmol) in DMF (70 mL) under a nitrogen atmosphere at 0° C. was added cesium carbonate (11 g, 31 mmol) and benzyl bromide (4.05 mL, 34.1 mmol). The reaction mixture was stirred at RT for 48 h and poured into water. EtOAc was added and the layers were separated and the aqueous layer was extracted with EtOAc (×3). The combined organic layers were washed with water, dried over Na2SO4, filtered and concentrated. The residue was taken up in Et2O and... The reactants are [C@H]1(CC12CCOCC2)NC(=O)C(CC(C(CC(C(C)C)CC2=CC=C1C=CN(C1=C2)CCCOC)NC(OC(C)(C)C)=O)O)C(C)C (tert-butyl (4-((R)-(6-oxaspiro[2.5]-oct-1-yl)carbamoyl)-2-hydroxy-1-(2-[1-(3-methoxypropyl)-1H-indol-6-ylmethyl]-3-methylbutyl)-5-methylhexyl)carbamate), ClS(=O)(=O)N=C=O (chlorosulphonyl isocyanate), CN(C=O)C (N,N-dimethylformamide). The solvent is ClCCl (dichloromethane). Run at time 16 hour. Yields the product C(#N)C1=CN(C2=CC(=CC=C12)CC(CC(C(CC(C(C)C)C(N[C@@H]1CC12CCOCC2)=O)O)NC(OC(C)(C)C)=O)C(C)C)CCCOC (tert-Butyl [1-{2-[3-cyano-1-(3-methoxypropyl)-1H-indol-6-ylmethyl]-3-methylbutyl}-4-((R)-(6-oxaspiro[2.5]oct-1-yl)carbamoyl)-2-hydroxy-5-methylhexyl]carbamate). Reaction SMILES: [C@H:1]1([NH:9][C:10]([CH:12]([CH:45]([CH3:47])[CH3:46])[CH2:13][CH:14]([OH:44])[CH:15]([NH:36][C:37](=[O:43])[O:38][C:39]([CH3:42])([CH3:41])[CH3:40])[CH2:16][CH:17]([CH2:21][C:22]2[CH:30]=[C:29]3[C:25]([CH:26]=[CH:27][N:28]3[CH2:31][CH2:32][CH2:33][O:34][CH3:35])=[CH:24][CH:23]=2)[CH:18]([CH3:20])[CH3:19])=[O:11])[C:3]2([CH2:8][CH2:7][O:6][CH2:5][CH2:4]2)[CH2:2]1.ClS([N:52]=[C:53]=O)(=O)=O.CN(C)C=O>ClCCl>[C:53]([C:26]1[C:25]2[C:29](=[CH:30][C:22]([CH2:21][CH:17]([CH:18]([CH3:19])[CH3:20])[CH2:16][CH:15]([NH:36][C:37](=[O:43])[O:38][C:39]([CH3:40])([CH3:42])[CH3:41])[CH:14]([OH:44])[CH2:13][CH:12]([C:10](=[O:11])[NH:9][C@H:1]3[C:3]4([CH2:4][CH2:5][O:6][CH2:7][CH2:8]4)[CH2:2]3)[CH:45]([CH3:47])[CH3:46])=[CH:23][CH:24]=2)[N:28]([CH2:31][CH2:32][CH2:33][O:34][CH3:35])[CH:27]=1)#[N:52]. Procedure details: A solution of 1 mmol of tert-butyl (4-((R)-(6-oxaspiro[2.5]-oct-1-yl)carbamoyl)-2-hydroxy-1-(2-[1-(3-methoxypropyl)-1H-indol-6-ylmethyl]-3-methylbutyl)-5-methylhexyl)carbamate in 15 ml of dichloromethane is mixed with 1.5 mmol of chlorosulphonyl isocyanate and stirred at room temperature for 16 hours. 2 ml of N,N-dimethylformamide are added, and the reaction mixture is again stirred for 2 hours. It is quenched with water, and the suspension is vigorously stirred for 10 minutes. It is poured into...